Dataset: the Open Reaction Database (ORD), a public repository of structured organic reaction records. Task: describe an organic reaction: reactants, conditions, products, and yield Reactants: CN1C=CC2=CC=C(C=C12)B(O)O (1-Methyl-1H-indol-6-yl-boronic acid), OO (Hydrogen peroxide). Solvent: CCOCC (ether). Reaction conditions: time 1 hour. Product: CN1C=CC2=CC=C(C=C12)O (1-methyl-1H-indol-6-ol). Yield: 47.0%. As a reaction SMILES: [CH3:1][N:2]1[C:10]2[C:5](=[CH:6][CH:7]=[C:8](B(O)O)[CH:9]=2)[CH:4]=[CH:3]1.[OH:14]O>CCOCC>[CH3:1][N:2]1[C:10]2[C:5](=[CH:6][CH:7]=[C:8]([OH:14])[CH:9]=2)[CH:4]=[CH:3]1. Reported procedure: 1-Methyl-1H-indol-6-yl-boronic acid (1.4 g, 8.0 mmol) was dissolved in ether (25 mL). Hydrogen peroxide (15%, 6 mL) was added over 5 minutes and the reaction mixture was stirred at room temperature for 1 h. The mixture was extracted with NaOH (1N, 2×50 mL) and the aqueous extracts were washed with ether (2×50 mL). The aqueous layers were cooled to 0° C. and acidified to pH 4.0 with 6 N HCl. The mixture was extracted with ether (3×100 mL) and the organic extracts were washed with water. The organ... Reactants: CCN(C(C)C)C(C)C, FC(F)(F)c1nnc2ccc(Cl)nn12, Oc1ccc(C2CCNCC2)cc1, CN(C)C=O. Yields the product Oc1ccc(C2CCN(c3ccc4nnc(C(F)(F)F)n4n3)CC2)cc1. Reaction SMILES: [CH:1]([N:2]([CH2:3][CH3:4])[CH:5]([CH3:6])[CH3:7])([CH3:8])[CH3:9].[Cl:10][c:11]1[cH:12][cH:13][c:14]2[n:15]([n:16]1)[c:17]([C:20]([F:21])([F:22])[F:23])[n:18][n:19]2.[NH:24]1[CH2:25][CH2:26][CH:27]([c:30]2[cH:31][cH:32][c:33]([OH:36])[cH:34][cH:35]2)[CH2:28][CH2:29]1.[O:37]=[CH:38][N:39]([CH3:40])[CH3:41]>>[c:11]1([N:24]2[CH2:25][CH2:26][CH:27]([c:30]3[cH:31][cH:32][c:33]([OH:36])[cH:34][cH:35]3)[CH2:28][CH2:29]2)[cH:12][cH:13][c:14]2[n:15]([n:16]1)[c:17]([C:20]([F:21])([F:22])[F:23])[n:18][n:19]2. The reactants are C(C)(C)(C)OC(=O)N1CCC(CC1)CCCN1C=CC2=CC(=C(C=C12)Cl)CO (4-[3-(6-chloro-5-hydroxymethyl-indol-1-yl)-propyl]-piperidine-1-carboxylic acid tert-butyl ester). The reagents and catalysts are O=[Mn]=O (MnO2). The solvent is C1(=CC=CC=C1)C (toluene). Reaction conditions: temperature 100 celsius. Product: C(C)(C)(C)OC(=O)N1CCC(CC1)CCCN1C=CC2=CC(=C(C=C12)Cl)C=O (4-[3-(6-Chloro-5-formyl-indol-1-yl)-propyl]-piperidine-1-carboxylic acid tert-butyl ester). As a reaction SMILES: [C:1]([O:5][C:6]([N:8]1[CH2:13][CH2:12][CH:11]([CH2:14][CH2:15][CH2:16][N:17]2[C:25]3[C:20](=[CH:21][C:22]([CH2:27][OH:28])=[C:23]([Cl:26])[CH:24]=3)[CH:19]=[CH:18]2)[CH2:10][CH2:9]1)=[O:7])([CH3:4])([CH3:3])[CH3:2]>C1(C)C=CC=CC=1.O=[Mn]=O>[C:1]([O:5][C:6]([N:8]1[CH2:13][CH2:12][CH:11]([CH2:14][CH2:15][CH2:16][N:17]2[C:25]3[C:20](=[CH:21][C:22]([CH:27]=[O:28])=[C:23]([Cl:26])[CH:24]=3)[CH:19]=[CH:18]2)[CH2:10][CH2:9]1)=[O:7])([CH3:4])([CH3:2])[CH3:3]. Procedure: A mixture of 4-[3-(6-chloro-5-hydroxymethyl-indol-1-yl)-propyl]-piperidine-1-carboxylic acid tert-butyl ester (0.55 g, 1.35 mmol) and MnO2 (0.59 mg, 6.77 mmol) in toluene (10 mL) was heated at 100° C. for 30 min. The mixture was cooled to rt and filtered through diatomaceous earth. The filtrate was concentrated and used without further purification. MS: mass calcd. for C22H29ClN2O3, 404.19; m/z found, 405.4 [M+H]+. Starting materials: C(C1=CC=CC=C1)OC1=C(C(=CC=C1)OCC1=CC=CC=C1)OCC1=CC=CC=C1 (1,2,3-Tribenzyloxybenzene), K3Fe(CN)6, OO (H2O2). Reaction SMILES: [CH2:1]([O:8][C:9]1[CH:14]=[CH:13][CH:12]=[C:11]([O:15]CC2C=CC=CC=2)[C:10]=1[O:23][CH2:24][C:25]1[CH:30]=[CH:29][CH:28]=[CH:27][CH:26]=1)[C:2]1[CH:7]=[CH:6][CH:5]=[CH:4][CH:3]=1.[OH:31]O>CC(O)=O.C(Cl)Cl>[CH2:1]([O:8][C:9]1[C:14](=[O:31])[CH:13]=[CH:12][C:11](=[O:15])[C:10]=1[O:23][CH2:24][C:25]1[CH:26]=[CH:27][CH:28]=[CH:29][CH:30]=1)[C:2]1[CH:7]=[CH:6][CH:5]=[CH:4][CH:3]=1. Procedure details: To a solution of 1,2,3-tribenzyloxybenzene 8 (2.0 g, 5.0 mmol) in HOAc (30 mL), K3Fe(CN)6 (0.82 g, 2.5 mmol) and 30% H2O2 (1.3 g, 11.5 mmol) were added and the resulting solution stirred at room temperature for 18 h. The solution was diluted with 50 mL CH2Cl2 and the organic layer subsequently washed with H2O, saturated aqueous NaHCO3 and brine. Drying and concentration resulted in a red oil. Purification by radial chromatography (2 mm thickness, EtOAc/hexane, 1:19, v/v) afforded 9 as a red oil.... The solvent is CC(=O)O (HOAc), C(Cl)Cl (CH2Cl2). Product: C(C1=CC=CC=C1)OC=1C(C=CC(C1OCC1=CC=CC=C1)=O)=O (2,3-Dibenzyloxy-1,4-benzoquinone). Reaction conditions: time 18 hour. Reactants: C1CCOC1, Nc1ccc(N2CCOCC2)cc1, CC(=O)Nc1cccc(C(=O)c2ccc3c(c2)NC(=O)C3=CO)c1. Yields the product CC(=O)Nc1cccc(C(=O)c2ccc3c(c2)NC(=O)C3=CNc2ccc(N3CCOCC3)cc2)c1. As a reaction SMILES: [CH2:38]1[O:39][CH2:40][CH2:41][CH2:42]1.[NH2:25][c:26]1[cH:27][cH:28][c:29]([N:32]2[CH2:33][CH2:34][O:35][CH2:36][CH2:37]2)[cH:30][cH:31]1.[OH:1][CH:2]=[C:3]1[C:4](=[O:24])[NH:5][c:6]2[cH:7][c:8]([C:12](=[O:13])[c:14]3[cH:15][c:16]([NH:20][C:21]([CH3:22])=[O:23])[cH:17][cH:18][cH:19]3)[cH:9][cH:10][c:11]21>>[CH:2](=[C:3]1[C:4](=[O:24])[NH:5][c:6]2[cH:7][c:8]([C:12](=[O:13])[c:14]3[cH:15][c:16]([NH:20][C:21]([CH3:22])=[O:23])[cH:17][cH:18][cH:19]3)[cH:9][cH:10][c:11]21)[NH:25][c:26]1[cH:27][cH:28][c:29]([N:32]2[CH2:33][CH2:34][O:35][CH2:36][CH2:37]2)[cH:30][cH:31]1.